This data is from the Open Reaction Database (ORD), a public repository of structured organic reaction records. The task is: describe an organic reaction: reactants, conditions, products, and yield Reactants: C1(CCCCC1)N=C=NC1CCCCC1 (dicyclohexylcarbodiimide), NC=1C(NC(N(C1N)CCC)=O)=O (5,6-diamino-1-propyl-2,4(1H, 3H)pyrimidinedione), OC1=CC=CC=2NN=NC21 (hydroxybenzotriazole), C1(CCCC1)C(=O)O (cyclopentanecarboxylic acid). Solvent: CN(C=O)C (dimethylformamide). Run at time 8 hour. Yields the product C1(CCCC1)C1=NC=2N(C(NC(C2N1)=O)=O)CCC (8-Cyclopentyl-3-n-propylxanthine). As a reaction SMILES: [NH2:1][C:2]1[C:3](=[O:13])[NH:4][C:5](=[O:12])[N:6]([CH2:9][CH2:10][CH3:11])[C:7]=1[NH2:8].[CH:14]1([C:19](O)=O)[CH2:18][CH2:17][CH2:16][CH2:15]1.OC1C2N=NNC=2C=CC=1.C1(N=C=NC2CCCCC2)CCCCC1>CN(C)C=O>[CH:14]1([C:19]2[NH:1][C:2]3[C:3](=[O:13])[NH:4][C:5](=[O:12])[N:6]([CH2:9][CH2:10][CH3:11])[C:7]=3[N:8]=2)[CH2:18][CH2:17][CH2:16][CH2:15]1. Reported procedure: To a suspension of 5,6-diamino-1-propyl-2,4(1H, 3H)pyrimidinedione (Japanese Published Unexamined Patent Application No. 57517/80) in 600 ml of dimethylformamide were sequentially added 17.7 ml (163 mmol) of cyclopentanecarboxylic acid, 30.0 g (196 mmol) of hydroxybenzotriazole and 50.5 g (245 mmol) of dicyclohexylcarbodiimide. The mixture was stirred at room temperature overnight. Insoluble materials were filtered off and the solvent was evaporated under reduced pressure After 600 ml of 4N aque... The reactants are ClC1=CC(=NC=2N1C=NN2)C(=O)OCC (5-chloro-7-ethoxycarbonyl-s-triazolo[4,3-a]pyrimidine), [SH-].[Na+] (sodium hydrosulfide). The solvent is O (water). Yields the product C(C)OC(=O)C1=NC=2N(C(=C1)S)C=NN2 (7-ethoxycarbonyl-5-mercapto-s-triazolo[4,3-a]pyrimidine). Isolated yield 75.8%. Reaction SMILES: Cl[C:2]1[N:7]2[CH:8]=[N:9][N:10]=[C:6]2[N:5]=[C:4]([C:11]([O:13][CH2:14][CH3:15])=[O:12])[CH:3]=1.[SH-:16].[Na+]>O>[CH2:14]([O:13][C:11]([C:4]1[CH:3]=[C:2]([SH:16])[N:7]2[CH:8]=[N:9][N:10]=[C:6]2[N:5]=1)=[O:12])[CH3:15] |f:1.2|. Procedure: The product obtained in Step 1 (6 g) was added all at once under ice cooling to a solution of sodium hydrosulfide (5.5 g) in 100 ml of water, with stirring in nitrogen, and the mixture was stirred at room temperature for two hours. After filtering off the insoluble matters, the yellow filtrate was acidified to pH 2.0 with 6N hydrochloric acid, and the formed crystals were collected by filtration, washed with 20 ml of water and air-dried, affording 4.5 g of the objective compound as faint yellow ... The reactants are CC1=NOC(=C1C1=CC=C2C(=C(C(N(C2=C1)C)=O)C(=O)NCC(=O)OC)O)C (Methyl 2-(7-(3,5-dimethylisoxazol-4-yl)-4-hydroxy-1-methyl-2-oxo-1,2-dihydroquinoline-3-carboxamido)acetate), [OH-].[Na+] (NaOH), Cl (HCl). The solvent is CO (MeOH), C1CCOC1 (THF). Run at temperature 24 celsius, time 4 hour. The product is CC1=NOC(=C1C1=CC=C2C(=C(C(N(C2=C1)C)=O)C(=O)NCC(=O)O)O)C (2-(7-(3,5-dimethylisoxazol-4-yl)-4-hydroxy-1-methyl-2-oxo-1,2-dihydroquinoline-3-carboxamido)acetic acid). Reaction SMILES: [CH3:1][C:2]1[C:6]([C:7]2[CH:16]=[C:15]3[C:10]([C:11]([OH:27])=[C:12]([C:19]([NH:21][CH2:22][C:23]([O:25]C)=[O:24])=[O:20])[C:13](=[O:18])[N:14]3[CH3:17])=[CH:9][CH:8]=2)=[C:5]([CH3:28])[O:4][N:3]=1.[OH-].[Na+].Cl>CO.C1COCC1>[CH3:1][C:2]1[C:6]([C:7]2[CH:16]=[C:15]3[C:10]([C:11]([OH:27])=[C:12]([C:19]([NH:21][CH2:22][C:23]([OH:25])=[O:24])=[O:20])[C:13](=[O:18])[N:14]3[CH3:17])=[CH:9][CH:8]=2)=[C:5]([CH3:28])[O:4][N:3]=1 |f:1.2|. Procedure details: Suspended Methyl 2-(7-(3,5-dimethylisoxazol-4-yl)-4-hydroxy-1-methyl-2-oxo-1,2-dihydroquinoline-3-carboxamido)acetate in 3 ml MeOH, 1 ml THF, and 2 ml 1M aqueous NaOH and stirred at 24° C. for 4 hours. The mixture was acidified to pH=1 using 2M aqueous HCl and the solids collected by filtration, washed with H2O and dried in vacuo: 50 mg white solids. The reactants are COC(C=1C(C(=O)OC)=CC(=C(C1)NC1=CC=C(C=C1)F)NC1=CC=C(C=C1)F)=O (4,5-bis-(4-fluoroanilino)phthalic acid dimethylester), O.[OH-].[Li+] (lithium hydroxide monohydrate). Solvent: CO (methanol), O (water), O (water). Yields the product FC1=CC=C(NC=2C=C(C(C(=O)O)=CC2NC2=CC=C(C=C2)F)C(=O)O)C=C1 (4,5-Bis(4-fluoroanilino)phthalic acid). RXN SMILES: C[O:2][C:3](=[O:30])[C:4]1[C:5](=[CH:10][C:11]([NH:22][C:23]2[CH:28]=[CH:27][C:26]([F:29])=[CH:25][CH:24]=2)=[C:12]([NH:14][C:15]2[CH:20]=[CH:19][C:18]([F:21])=[CH:17][CH:16]=2)[CH:13]=1)[C:6]([O:8]C)=[O:7].O.[OH-].[Li+]>CO.O>[F:21][C:18]1[CH:19]=[CH:20][C:15]([NH:14][C:12]2[CH:13]=[C:4]([C:3]([OH:30])=[O:2])[C:5](=[CH:10][C:11]=2[NH:22][C:23]2[CH:28]=[CH:27][C:26]([F:29])=[CH:25][CH:24]=2)[C:6]([OH:8])=[O:7])=[CH:16][CH:17]=1 |f:1.2.3|. Procedure: A steady stream of argon is passed through a suspension of 5.0 g (12.12 mmol) of 4,5-bis-(4-fluoroanilino)phthalic acid dimethylester in 40 ml of methanol, and a solution of 2.04 g (48.6 mmol, 2 eq) of lithium hydroxide monohydrate in 20 ml of water is added. The reaction mixture is heated to reflux for 1 hour, cooled to RT and diluted with 50 ml water. Methanol is removed by evaporation, the resulting solution is cooled to 0°, and 12 ml 4N hydrochloric acid and thereafter 100 ml of water are ad... Starting materials: [OH-].[Na+] (sodium hydroxide), CCCCCCCC1CCC(=O)O1 (gamma-undecalactone). Run in CO (methanol). Reaction conditions: time 2 hour. The product is [Na+].OC(CCC(=O)[O-])CCCCCCC (4-Hydroxy-undecanoic acid sodium salt). Isolated yield 98.6%. RXN SMILES: [OH-:1].[Na+:2].[CH3:3][CH2:4][CH2:5][CH2:6][CH2:7][CH2:8][CH2:9][CH:10]1[O:15][C:13](=[O:14])[CH2:12][CH2:11]1>CO>[Na+:2].[OH:15][CH:10]([CH2:9][CH2:8][CH2:7][CH2:6][CH2:5][CH2:4][CH3:3])[CH2:11][CH2:12][C:13]([O-:14])=[O:1] |f:0.1,4.5|. Reported procedure: To a solution of 43.6 g sodium hydroxide in 150 ml of methanol heated to reflux, 200 g gamma-undecalactone were dropped in. After stirring 2 hours at reflux, the mixture was cooled to room temperature and evaporated to dryness. The resulting crystals were washed with hexane to yield 240 g white crystals.